This data is from the Open Reaction Database (ORD), a public repository of structured organic reaction records. The task is: describe an organic reaction: reactants, conditions, products, and yield As a reaction SMILES: [Cl:1][C:2]1[C:3]([C:14]2[CH:19]=[C:18]([Cl:20])[CH:17]=[CH:16][C:15]=2[CH:21]([F:23])[F:22])=[CH:4][C:5](=[O:13])[N:6]([CH:8]([CH3:12])[C:9]([OH:11])=O)[CH:7]=1.[NH2:24][C:25]1[CH:37]=[CH:36][C:28]([C:29]([O:31][C:32]([CH3:35])([CH3:34])[CH3:33])=[O:30])=[CH:27][CH:26]=1>>[Cl:1][C:2]1[C:3]([C:14]2[CH:19]=[C:18]([Cl:20])[CH:17]=[CH:16][C:15]=2[CH:21]([F:22])[F:23])=[CH:4][C:5](=[O:13])[N:6]([CH:8]([CH3:12])[C:9]([NH:24][C:25]2[CH:37]=[CH:36][C:28]([C:29]([O:31][C:32]([CH3:33])([CH3:34])[CH3:35])=[O:30])=[CH:27][CH:26]=2)=[O:11])[CH:7]=1. Procedure: 115 mg (0.32 mmol) of 2-{5-chloro-4-[5-chloro-2-(difluoromethyl)phenyl]-2-oxopyridin-1(2H)-yl}propanoic acid (racemate) and 1.2 eq. of tert-butyl 4-aminobenzoate were reacted according to General Method 5A. After work-up, the crude product was purified by preparative HPLC (Reprosil C18, water/acetonitrile gradient). Yield: 79 mg (46% of theory) Reactants: ClC=1C(=CC(N(C1)C(C(=O)O)C)=O)C1=C(C=CC(=C1)Cl)C(F)F (2-{5-chloro-4-[5-chloro-2-(difluoromethyl)phenyl]-2-oxopyridin-1(2H)-yl}propanoic acid), NC1=CC=C(C(=O)OC(C)(C)C)C=C1 (tert-butyl 4-aminobenzoate). Yields the product ClC=1C(=CC(N(C1)C(C(=O)NC1=CC=C(C(=O)OC(C)(C)C)C=C1)C)=O)C1=C(C=CC(=C1)Cl)C(F)F (tert-Butyl 4-[(2-{5-chloro-4-[5-chloro-2-(difluoromethyl)phenyl]-2-oxopyridin-1(2H)-yl}propanoyl)amino]benzoate). Reactants: NS(=O)(=O)O (amidosulfonic acid), BrN1C(CCC1=O)=O (N-bromosuccinimide), C(C1=CC=CC=C1)(=O)NC1[C@@H]2N(C(=C(CS2=O)C)C(=O)O)C1=O (7-benzamido-3-methyl-3-cephem-4-carboxylic acid-1-oxide), C[Si](NC(=O)OCC)(C)C (N-trimethylsilylurethane), C[Si](C)(C)OS(=O)(=O)O[Si](C)(C)C (bis-(trimethylsilyl)-sulfate). The solvent is ClCCl (dichloromethane). The product is C(C1=CC=CC=C1)(=O)NC1[C@@H]2N(C(=C(CS2=O)CBr)C(=O)O[Si](C)(C)C)C1=O (trimethylsilyl 7-benzamido-3-bromomethyl-3-cephem-4-carboxylate-1-oxide). Isolated yield 65.0%. As a reaction SMILES: [C:1]([NH:9][CH:10]1[C:22](=[O:23])[N:12]2[C:13]([C:19]([OH:21])=[O:20])=[C:14]([CH3:18])[CH2:15][S:16](=[O:17])[C@H:11]12)(=[O:8])[C:2]1[CH:7]=[CH:6][CH:5]=[CH:4][CH:3]=1.[CH3:24][Si:25]([CH3:33])([CH3:32])NC(OCC)=O.C[Si](OS(O[Si](C)(C)C)(=O)=O)(C)C.NS(O)(=O)=O.[Br:52]N1C(=O)CCC1=O>ClCCl>[C:1]([NH:9][CH:10]1[C:22](=[O:23])[N:12]2[C:13]([C:19]([O:21][Si:25]([CH3:33])([CH3:32])[CH3:24])=[O:20])=[C:14]([CH2:18][Br:52])[CH2:15][S:16](=[O:17])[C@H:11]12)(=[O:8])[C:2]1[CH:7]=[CH:6][CH:5]=[CH:4][CH:3]=1. Reported procedure: A mixture consisting of 400.5 mg (1.20 mmoles) of 7-benzamido-3-methyl-3-cephem-4-carboxylic acid-1-oxide, 0.69 g (4.3 mmoles) of N-trimethylsilylurethane and 20 mg of bis-(trimethylsilyl)-sulfate in 40 ml of dichloromethane was refluxed for 3/4 hours after which a clear solution was obtained. This was cooled in an ice-bath and bromination was carried out after the addition of 200 mg (2.04 mmoles) of amidosulfonic acid using 325.3 mg (1.83 mmoles) of N-bromosuccinimide as the brominating agent. ... Reactants: CCCCCCCCCCCCCCOc1ccc(C(=O)Cl)cc1, ClCCl, ClC(Cl)Cl, NCCc1ccccn1, c1ccncc1. The product is CCCCCCCCCCCCCCOc1ccc(C(=O)NCCc2ccccn2)cc1. Reaction SMILES: [CH2:16]([CH2:17][CH2:18][CH2:19][CH2:20][CH2:21][CH2:22][CH2:23][CH2:24][CH2:25][CH2:26][CH2:27][CH2:28][CH3:29])[O:30][c:31]1[cH:32][cH:33][c:34]([C:35](=[O:36])[Cl:37])[cH:38][cH:39]1.[CH2:40]([Cl:41])[Cl:42].[CH:43]([Cl:44])([Cl:45])[Cl:46].[NH2:1][CH2:2][CH2:3][c:4]1[n:5][cH:6][cH:7][cH:8][cH:9]1.[cH:10]1[cH:11][cH:12][n:13][cH:14][cH:15]1>>[NH:1]([CH2:2][CH2:3][c:4]1[n:5][cH:6][cH:7][cH:8][cH:9]1)[C:35]([c:34]1[cH:33][cH:32][c:31]([O:30][CH2:16][CH2:17][CH2:18][CH2:19][CH2:20][CH2:21][CH2:22][CH2:23][CH2:24][CH2:25][CH2:26][CH2:27][CH2:28][CH3:29])[cH:39][cH:38]1)=[O:36]. Starting materials: FC=1C2=C(C=C3CC4(C(NC(NC4=O)=O)=O)[C@@H]4N(C13)C[C@H](O[C@H]4C)C)C(=NO2)C(N)=S ((2R,4S,4aS)-rel-11-fluoro-2,4-dimethyl-2′,4′,6′-trioxo-1,1′,2,3′,4,4′,4a,6′-octahydro-2′H,6H-spiro[1,4-oxazino[4,3-a][1,2]oxazolo[4,5-g]quinoline-5,5′-pyrimidine]-8-carbothioamide), FC=1C2=C(C=C3CC4(C(NC(NC4=O)=O)=O)[C@@H]4N(C13)C[C@H](O[C@H]4C)C)C(=NO2)C(N)=S ((2R,4S,4aS)-rel-11-fluoro-2,4-dimethyl-2′,4′,6′-trioxo-1,1′,2,3′,4,4′,4a,6′-octahydro-2′H,6H-spiro[1,4-oxazino[4,3-a][1,2]oxazolo[4,5-g]quinoline-5,5′-pyrimidine]-8-carbothioamide), CCO (EtOH), BrCC(C(=O)OCC)=O (ethyl bromopyruvate). The solvent is CN(C)C=O (DMF). Conditions: temperature 100 celsius, time 12 hour. Yields the product FC=1C2=C(C=C3CC4(C(NC(NC4=O)=O)=O)[C@@H]4N(C13)C[C@H](O[C@H]4C)C)C(=NO2)C=2SC=C(N2)C(=O)OCC (Ethyl 2-[(2R,4S,4aS)-rel-11-fluoro-2,4-dimethyl-2′,4′,6′-trioxo-1,1′,2,3′,4,4′,4a,6′-octahydro-2′H,6H-spiro[1,4-oxazino[4,3-a][1,2]oxazolo[4,5-g]quinoline-5,5′-pyrimidin]-8-yl]-1,3-thiazole-4-carboxylate). RXN SMILES: [F:1][C:2]1[C:3]2[O:28][N:27]=[C:26]([C:29](=[S:31])[NH2:30])[C:4]=2[CH:5]=[C:6]2[C:19]=1[N:18]1[CH2:20][C@@H:21]([CH3:25])[O:22][C@@H:23]([CH3:24])[C@@H:17]1[C:8]1([C:13](=[O:14])[NH:12][C:11](=[O:15])[NH:10][C:9]1=[O:16])[CH2:7]2.CCO.Br[CH2:36][C:37](=O)[C:38]([O:40][CH2:41][CH3:42])=[O:39]>CN(C=O)C>[F:1][C:2]1[C:3]2[O:28][N:27]=[C:26]([C:29]3[S:31][CH:36]=[C:37]([C:38]([O:40][CH2:41][CH3:42])=[O:39])[N:30]=3)[C:4]=2[CH:5]=[C:6]2[C:19]=1[N:18]1[CH2:20][C@@H:21]([CH3:25])[O:22][C@@H:23]([CH3:24])[C@@H:17]1[C:8]1([C:13](=[O:14])[NH:12][C:11](=[O:15])[NH:10][C:9]1=[O:16])[CH2:7]2. Procedure details: To a stirred solution of (2R,4S,4aS)-rel-11-fluoro-2,4-dimethyl-2′,4′,6′-trioxo-1,1′,2,3′,4,4′,4a,6′-octahydro-2′H,6H-spiro[1,4-oxazino[4,3-a][1,2]oxazolo[4,5-g]quinoline-5,5′-pyrimidine]-8-carbothioamide (Intermediate 575, 54 mg, 0.128 mmol) in mixture of EtOH:DMF (1 mL: 0.5 mL) were added ethyl bromopyruvate (47 mg, 0.24 mmol) and molecular sieves, and the mixture was stirred at 100° C. for 12 hours. The reaction mixture was concentrated, the residue was purified by silica gel column chromatog... RXN SMILES: [F:1][C:2]([F:29])([F:28])[C:3]1[CH:27]=[CH:26][C:6]([CH:7]=[N:8][C:9]2[CH:10]=[CH:11][C:12]([O:15][C:16]3[CH:25]=[CH:24][C:19]([C:20]([O:22][CH3:23])=[O:21])=[CH:18][CH:17]=3)=[N:13][CH:14]=2)=[CH:5][CH:4]=1.[BH4-].[Na+]>CO>[F:28][C:2]([F:1])([F:29])[C:3]1[CH:27]=[CH:26][C:6]([CH2:7][NH:8][C:9]2[CH:10]=[CH:11][C:12]([O:15][C:16]3[CH:25]=[CH:24][C:19]([C:20]([O:22][CH3:23])=[O:21])=[CH:18][CH:17]=3)=[N:13][CH:14]=2)=[CH:5][CH:4]=1 |f:1.2|. The solvent is CO (methanol). Product: FC(C1=CC=C(CNC=2C=CC(=NC2)OC2=CC=C(C(=O)OC)C=C2)C=C1)(F)F (methyl 4-[5-(4-trifluoromethylbenzyl-amino)pyridin-2-yloxy]benzoate). Procedure details: Methyl 4-{5-[(4-trifluoromethylbenzylidene)-amino]pyridin-2-yloxy}benzoate (2.64 g, 6.59 mmol) was suspended in methanol (25 mL), and to the resulting suspension was slowly added sodium borohydride (1.25 g, 33.0 mmol). The resulting solution was stirred at room temperature for 3 days. The reaction solution was concentrated under reduced pressure. To the residue was added ethyl acetate, and washed with water and brine. The organic layer was dried over anhydrous magnesium sulfate, and evaporated. ... The reactants are FC(C1=CC=C(C=NC=2C=CC(=NC2)OC2=CC=C(C(=O)OC)C=C2)C=C1)(F)F (Methyl 4-{5-[(4-trifluoromethylbenzylidene)-amino]pyridin-2-yloxy}benzoate), [BH4-].[Na+] (sodium borohydride). Run at time 3 day. Starting materials: C(C)OC(=O)C=1N=NC(=CC1)OCC=1C(=NOC1C)C1=CC=C(C=C1)F (6-[3-(4-fluoro-phenyl)-5-methyl-isoxazol-4-ylmethoxy]-pyridazine-3-carboxylic acid ethyl ester), C1(CC1)N (cyclopropylamine). The product is C1(CC1)NC(=O)C=1N=NC(=CC1)OCC=1C(=NOC1C)C1=CC=C(C=C1)F (6-[3-(4-Fluoro-phenyl)-5-methyl-isoxazol-4-ylmethoxy]-pyridazine-3-carboxylic acid cyclopropylamide). Yield: 80.0%. RXN SMILES: C(O[C:4]([C:6]1[N:7]=[N:8][C:9]([O:12][CH2:13][C:14]2[C:15]([C:20]3[CH:25]=[CH:24][C:23]([F:26])=[CH:22][CH:21]=3)=[N:16][O:17][C:18]=2[CH3:19])=[CH:10][CH:11]=1)=[O:5])C.[CH:27]1([NH2:30])[CH2:29][CH2:28]1>>[CH:27]1([NH:30][C:4]([C:6]2[N:7]=[N:8][C:9]([O:12][CH2:13][C:14]3[C:15]([C:20]4[CH:21]=[CH:22][C:23]([F:26])=[CH:24][CH:25]=4)=[N:16][O:17][C:18]=3[CH3:19])=[CH:10][CH:11]=2)=[O:5])[CH2:29][CH2:28]1. Procedure details: As described for example 59, 6-[3-(4-fluoro-phenyl)-5-methyl-isoxazol-4-ylmethoxy]-pyridazine-3-carboxylic acid ethyl ester (143 mg, 0.4 mmol) was converted, using cyclopropylamine instead of aminomethylcyclopropane, to the title compound (118 mg, 80%) which was obtained as a white solid. MS: m/e=369.1 [M+H]+. Starting materials: FC(C(=O)O)(F)F.C(C)(C)N1N=CN=C1C1=CN2CCOC3=C(C2=N1)C=CC(=C3)C3CCNCC3 (2-(2-isopropyl-2H-[1,2,4]triazol-3-yl)-8-piperidin-4-yl-4,5-dihydro-6-oxa-1,3a-diaza-benzo[e]azulene trifluoroacetic acid salt), C(=C)S(=O)(=O)C=C (vinyl sulfone). The product is C(C)(C)N1N=CN=C1C=1N=C2N(CCOC3=C2C=CC(=C3)C3CCN(CC3)CCS(=O)(=O)C)C1 (2-(1-isopropyl-1H-1,2,4-triazol-5-yl)-9-(1-(2-(methylsulfonyl)ethyl)piperidin-4-yl)-5,6-dihydrobenzo[f]imidazo[1,2-d][1,4]oxazepine). As a reaction SMILES: FC(F)(F)C(O)=O.[CH:8]([N:11]1[C:15]([C:16]2[N:25]=[C:24]3[N:18]([CH2:19][CH2:20][O:21][C:22]4[CH:29]=[C:28]([CH:30]5[CH2:35][CH2:34][NH:33][CH2:32][CH2:31]5)[CH:27]=[CH:26][C:23]=43)[CH:17]=2)=[N:14][CH:13]=[N:12]1)([CH3:10])[CH3:9].[CH:36]([S:38]([CH:41]=C)(=[O:40])=[O:39])=[CH2:37]>>[CH:8]([N:11]1[C:15]([C:16]2[N:25]=[C:24]3[C:23]4[CH:26]=[CH:27][C:28]([CH:30]5[CH2:35][CH2:34][N:33]([CH2:37][CH2:36][S:38]([CH3:41])(=[O:40])=[O:39])[CH2:32][CH2:31]5)=[CH:29][C:22]=4[O:21][CH2:20][CH2:19][N:18]3[CH:17]=2)=[N:14][CH:13]=[N:12]1)([CH3:10])[CH3:9] |f:0.1|. Reported procedure: Following the procedure for 152, 2-(2-isopropyl-2H-[1,2,4]triazol-3-yl)-8-piperidin-4-yl-4,5-dihydro-6-oxa-1,3a-diaza-benzo[e]azulene trifluoroacetic acid salt was reacted with vinyl sulfone to give 225 as a white solid. 1H NMR δ (ppm) (DMSO-d): 8.27 (1H, d, J=8.29 Hz), 7.86-7.84 (2H, m), 7.00 (1H, dd, J=8.37, 1.76 Hz), 6.85 (1H, d, J=1.70 Hz), 5.88-5.78 (1H, m), 4.44 (4H, q, J=5.99 Hz), 3.26 (3H, m), 3.00 (3H, s), 2.95 (2H, d, J=11.00 Hz), 2.68 (2H, t, J=6.79 Hz), 2.02 (2H, t, J=11.39 Hz), 1.72... The reactants are C(C(=O)Cl)(=O)Cl (oxalyl chloride), CN(C=O)C (dimethylformamide), NC1CC(CC1)C1=CC(=C(C(=O)O)C=C1F)F (4-[3-(amino)cyclopentyl]-2,5-difluorobenzoic acid), C(Cl)Cl (methylene chloride). Conditions: time 18 hour. The product is C(C)(=O)NC1CC(CC1)C1=CC(=C(C(=O)Cl)C=C1F)F (4-[3-(Acetylamino)cyclopentyl]-2,5-difluorobenzoyl chloride). As a reaction SMILES: [NH2:1][CH:2]1[CH2:6][CH2:5][CH:4]([C:7]2[C:15]([F:16])=[CH:14][C:10]([C:11]([OH:13])=O)=[C:9]([F:17])[CH:8]=2)[CH2:3]1.[C:18](Cl)(=O)[C:19](Cl)=[O:20].CN(C)C=O.C(Cl)[Cl:30]>>[C:19]([NH:1][CH:2]1[CH2:6][CH2:5][CH:4]([C:7]2[C:15]([F:16])=[CH:14][C:10]([C:11]([Cl:30])=[O:13])=[C:9]([F:17])[CH:8]=2)[CH2:3]1)(=[O:20])[CH3:18]. Procedure details: A mixture of 14.2 g (50 mmole) of 4-[3-(amino)cyclopentyl]-2,5-difluorobenzoic acid in 200 ml of methylene chloride was treated with 6.4 g (50 mmol) of oxalyl chloride and 0.5 ml of dimethylformamide. The reaction mixture was stirred at room temperature for 18 hours and the solvent removed in vacuo. The residue was triturated with toluene which was also removed in vacuo. The residue was used without further purification.